Dataset: the Open Reaction Database (ORD), a public repository of structured organic reaction records. Task: describe an organic reaction: reactants, conditions, products, and yield The reactants are [H-].[Na+] (sodium hydride), C(C)(C)(C)NC1=C(N=C2N1C=CN=C2)C=2SC(=CC2)C#CC2=NC=CC=C2 (tert-butyl-[2-(5-pyridin-2-ylethynyl-thiophen-2-yl)-imidazo[1,2-a]pyrazin-3-yl]-amine), C(=O)([O-])[O-].[Na+].[Na+] (Na2CO3), CI (methyl iodide), [H-].[Na+] (sodium hydride), CI (methyl iodide). Run in CN(C)C=O (DMF), CC(=O)C.CC#N (acetone MeCN), CC(OCC)=O.C1CCOC1 (EA THF), CN(C)C=O (DMF), O (water), CN(C)C=O (DMF). Reaction conditions: time 1 hour. The product is C(C)(C)(C)N(C1=C(N=C2N1C=CN=C2)C=2SC(=CC2)C#CC2=NC=CC=C2)C (N-tert-butyl-N-methyl-2-(5-(pyridin-2-ylethynyl)thiophen-2-yl)imidazo[1,2-a]pyrazin-3-amine). Isolated yield 24.0%. RXN SMILES: [H-].[Na+].[C:3]([NH:7][C:8]1[N:12]2[CH:13]=[CH:14][N:15]=[CH:16][C:11]2=[N:10][C:9]=1[C:17]1[S:18][C:19]([C:22]#[C:23][C:24]2[CH:29]=[CH:28][CH:27]=[CH:26][N:25]=2)=[CH:20][CH:21]=1)([CH3:6])([CH3:5])[CH3:4].CI.[C:32]([O-])([O-])=O.[Na+].[Na+]>CN(C=O)C.CC(C)=O.CC#N.CC(=O)OCC.C1COCC1.O>[C:3]([N:7]([CH3:32])[C:8]1[N:12]2[CH:13]=[CH:14][N:15]=[CH:16][C:11]2=[N:10][C:9]=1[C:17]1[S:18][C:19]([C:22]#[C:23][C:24]2[CH:29]=[CH:28][CH:27]=[CH:26][N:25]=2)=[CH:20][CH:21]=1)([CH3:6])([CH3:4])[CH3:5] |f:0.1,4.5.6,8.9,10.11|. Procedure details: 43 mg (1.08 mmol, 60% in mineral oil) of sodium hydride were added to a solution of 135 mg (0.36 mmol) of tert-butyl-[2-(5-pyridin-2-ylethynyl-thiophen-2-yl)-imidazo[1,2-a]pyrazin-3-yl]-amine (Example 77) in DMF (3 ml) and the mixture was stirred at RT for 1 h. A solution of 67 μl (1.08 mmol) of methyl iodide in DMF (500 μl) was then added dropwise thereto and the mixture stirred at RT for a further 16 h. A further 43 mg (1.08 mmol, 60% in mineral oil) of sodium hydride and a solution of 67 μl (... Starting materials: CC1CCCCC1 (methylcyclohexane), FC1=CC=C(CCO)C=C1 (4-fluorophenethyl alcohol), ClCC(=O)O (chloroacetic acid). Isolated yield 78.8%. Yields the product FC1=CC=C(C=C1)CCOCC(=O)O (2-(4-fluorophenyl)ethoxyacetic acid). Reported procedure: 7.0 g of 4-fluorophenethyl alcohol were reacted with 4.73 g of chloroacetic acid in a manner analogous to that described in Example 1(a) to give 7.8 g (79%) of 2-(4-fluorophenyl)ethoxyacetic acid of melting point 82°-85° C. (from methylcyclohexane). As a reaction SMILES: [F:1][C:2]1[CH:10]=[CH:9][C:5]([CH2:6][CH2:7][OH:8])=[CH:4][CH:3]=1.Cl[CH2:12][C:13]([OH:15])=[O:14].CC1CCCCC1>>[F:1][C:2]1[CH:10]=[CH:9][C:5]([CH2:6][CH2:7][O:8][CH2:12][C:13]([OH:15])=[O:14])=[CH:4][CH:3]=1.